This data is from the Open Reaction Database (ORD), a public repository of structured organic reaction records. The task is: describe an organic reaction: reactants, conditions, products, and yield Starting materials: NCCC=1N=C(SC1)NC(=O)NC1=C(C=C(C=C1)C)C(=O)C1CCCC1 (1-[4-(amino-ethyl)-thiazol-2-yl]-3-(2-cyclopentanecarbonyl-4-methyl-phenyl)-urea), CN(C)CC(=O)O (dimethylamino acetic acid). Yields the product C1(CCCC1)C(=O)C1=C(C=CC(=C1)C)NC(NC=1SC=C(N1)CCNC(CN(C)C)=O)=O (N-(2-{-2-[3-(2-Cyclopentanecarbonyl-4-methyl-phenyl)-ureido]-thiazol-4-yl}-ethyl)-2-dimethylamino acetamide). Yield: 62.2%. As a reaction SMILES: [NH2:1][CH2:2][CH2:3][C:4]1[N:5]=[C:6]([NH:9][C:10]([NH:12][C:13]2[CH:18]=[CH:17][C:16]([CH3:19])=[CH:15][C:14]=2[C:20]([CH:22]2[CH2:26][CH2:25][CH2:24][CH2:23]2)=[O:21])=[O:11])[S:7][CH:8]=1.[CH3:27][N:28]([CH2:30][C:31](O)=[O:32])[CH3:29]>>[CH:22]1([C:20]([C:14]2[CH:15]=[C:16]([CH3:19])[CH:17]=[CH:18][C:13]=2[NH:12][C:10](=[O:11])[NH:9][C:6]2[S:7][CH:8]=[C:4]([CH2:3][CH2:2][NH:1][C:31](=[O:32])[CH2:30][N:28]([CH3:29])[CH3:27])[N:5]=2)=[O:21])[CH2:23][CH2:24][CH2:25][CH2:26]1. Procedure details: N-(2-{-2-[3-(2-Cyclopentanecarbonyl-4-methyl-phenyl)-ureido]-thiazol-4-yl}-ethyl)-2-dimethylamino acetamide (37 mg, 61%) was prepared from 1-[4-(amino-ethyl)-thiazol-2-yl]-3-(2-cyclopentanecarbonyl-4-methyl-phenyl)-urea (0.05 g, 0.13 mmol), dimethylamino acetic acid (0.02 g, 0.13 mmol) following the general procedure K. The reactants are BrC=1C=CC=2NC3=CC=CC=C3C2C1 (3-bromo-9H-carbazole), C1(=CC=CC=C1)C (toluene), B(O)(O)C=1C=C2C=3C=C4C(=CC3N(C2=CC1)C1=CC=CC=C1)C(C1=CC=CC=C14)(C)C (7-Borono12,12-dimethyl-10-phenyl-10,12-dihydro-10-aza-indeno[2,1-b]fluorene), C([O-])([O-])=O.[Na+].[Na+] (sodium carbonate). The reagents and catalysts are C=1C=CC(=CC1)[P](C=2C=CC=CC2)(C=3C=CC=CC3)[Pd]([P](C=4C=CC=CC4)(C=5C=CC=CC5)C=6C=CC=CC6)([P](C=7C=CC=CC7)(C=8C=CC=CC8)C=9C=CC=CC9)[P](C=1C=CC=CC1)(C=1C=CC=CC1)C=1C=CC=CC1 (Pd(PPh3)4). Run in O1CCOCC1 (dioxane), O (water). The product is C1=CC(=CC=2C3=CC=CC=C3NC12)C=1C=C2C=3C=C4C(=CC3N(C2=CC1)C1=CC=CC=C1)C(C1=CC=CC=C14)(C)C (7-(9H-Carbazol-3-yl)-12,12-dimethyl-10-phenyl-10,12-dihydro-10-azaindeno[2,1-b]fluorene). RXN SMILES: Br[C:2]1[CH:3]=[CH:4][C:5]2[NH:6][C:7]3[C:12]([C:13]=2[CH:14]=1)=[CH:11][CH:10]=[CH:9][CH:8]=3.B([C:18]1[CH:19]=[C:20]2[C:28](=[CH:29][CH:30]=1)[N:27]([C:31]1[CH:36]=[CH:35][CH:34]=[CH:33][CH:32]=1)[C:26]1[CH:25]=[C:24]3[C:37]([CH3:45])([CH3:44])[C:38]4[C:43]([C:23]3=[CH:22][C:21]2=1)=[CH:42][CH:41]=[CH:40][CH:39]=4)(O)O.C(=O)([O-])[O-].[Na+].[Na+].C1(C)C=CC=CC=1>O1CCOCC1.C1C=CC([P]([Pd]([P](C2C=CC=CC=2)(C2C=CC=CC=2)C2C=CC=CC=2)([P](C2C=CC=CC=2)(C2C=CC=CC=2)C2C=CC=CC=2)[P](C2C=CC=CC=2)(C2C=CC=CC=2)C2C=CC=CC=2)(C2C=CC=CC=2)C2C=CC=CC=2)=CC=1.O>[CH:4]1[C:5]2[NH:6][C:7]3[C:12](=[CH:11][CH:10]=[CH:9][CH:8]=3)[C:13]=2[CH:14]=[C:2]([C:18]2[CH:19]=[C:20]3[C:28](=[CH:29][CH:30]=2)[N:27]([C:31]2[CH:36]=[CH:35][CH:34]=[CH:33][CH:32]=2)[C:26]2[CH:25]=[C:24]4[C:37]([CH3:45])([CH3:44])[C:38]5[C:43]([C:23]4=[CH:22][C:21]3=2)=[CH:42][CH:41]=[CH:40][CH:39]=5)[CH:3]=1 |f:2.3.4,^1:68,70,89,108|. Procedure details: 14.07 g (57.18 mmol) of 3-bromo-9H-carbazole 22, 25.37 g (62.90 mmol) of compound 13 and 6.75 g of sodium carbonate are suspended in 1800 ml of dioxane, 1800 ml of toluene and 750 ml of water. 3.38 g (2.93 mmol) of Pd(PPh3)4 are added to this suspension. The reaction mixture is heated under reflux for 5 h. After cooling, the precipitated solid is filtered off with suction, washed with water and ethanol and dried. The residue is extracted with hot toluene and recrystallised from toluene. The yiel... The reactants are [N+](=O)([O-])C=1C=C2C=CNC2=CC1 (5-nitroindole), Cl.CN(C)CCCl (dimethylaminoethyl chloride hydrochloride). Product: CN(C)C(C)N1C=CC2=CC(=CC=C12)[N+](=O)[O-] (1-(N,N-Dimethylamino)ethyl-5-nitro-1H-indole). The yield is 76.9%. Reaction SMILES: [N+:1]([C:4]1[CH:5]=[C:6]2[C:10](=[CH:11][CH:12]=1)[NH:9][CH:8]=[CH:7]2)([O-:3])=[O:2].Cl.[CH3:14][N:15]([CH2:17][CH2:18]Cl)[CH3:16]>>[CH3:14][N:15]([CH:17]([N:9]1[C:10]2[C:6](=[CH:5][C:4]([N+:1]([O-:3])=[O:2])=[CH:12][CH:11]=2)[CH:7]=[CH:8]1)[CH3:18])[CH3:16] |f:1.2|. Reported procedure: Prepared according to the method of Example 15a) from 5-nitroindole (0.217 g) and dimethylaminoethyl chloride hydrochloride (0.21 g) to leave sub-title compound as an orange/brown solid (0.24 g). Reactants: BrCC(=O)OC(C)(C)C (tert-butyl bromoacetate), C(CC#C)O (but-3-yn-1-ol), S(=O)(=O)([O-])[O-].C(CCC)[N+](CCCC)(CCCC)CCCC.C(CCC)[N+](CCCC)(CCCC)CCCC (tetrabutylammonium sulfate), [OH-].[Na+] (sodium hydroxide). Run in ClCCl (dichloromethane), ClCCl (dichloromethane), O (water). Yields the product C(CC#C)OCC(=O)OC(C)(C)C (tert-butyl 2-but-3-ynoxyacetate). Yield: 72.0%. Reaction SMILES: [CH2:1]([OH:5])[CH2:2][C:3]#[CH:4].S([O-])([O-])(=O)=O.C([N+](CCCC)(CCCC)CCCC)CCC.C([N+](CCCC)(CCCC)CCCC)CCC.[OH-].[Na+].Br[CH2:48][C:49]([O:51][C:52]([CH3:55])([CH3:54])[CH3:53])=[O:50]>ClCCl.O>[CH2:1]([O:5][CH2:48][C:49]([O:51][C:52]([CH3:55])([CH3:54])[CH3:53])=[O:50])[CH2:2][C:3]#[CH:4] |f:1.2.3,4.5|. Procedure details: Stir a mixture of but-3-yn-1-ol (6.00 g; 85.60 mmol), tetrabutylammonium sulfate (2.07 g; 8.54 mmol) and sodium hydroxide (40% wt/wt; 150 mL) in dichloromethane (150 mL) at 0° C. Add tert-butyl bromoacetate (19.34 mL; 128.40 mmol) dropwise and stir the mixture for 2.5 hours at room temperature. Dilute the reaction mixture with dichloromethane (200 mL) and water (100 mL), separate the layers, and further extract the aqueous layer with dichloromethane (2×100 mL). Wash the combined organic layers w... Reactants: C(C)(C)(C)OC(=O)NC(C1=CC(=C(S1)SC)S(=O)(=O)C=1C=C(C=CC1)C1=C(C=CC=C1C)COCCC(=O)O)=N (3-{3′-[5-(tert-butoxycarbonylamino-imino-methyl)-2-methylsulfanyl-thiophene-3-sulfonyl]-6-methyl-biphenyl-2-ylmethoxy}-propionic acid). Solvent: C(=O)(C(F)(F)F)O.C(Cl)Cl (TFA DCM). Conditions: time 1 hour. Yields the product C(N)(=N)C1=CC(=C(S1)SC)S(=O)(=O)C=1C=C(C=CC1)C1=C(C=CC=C1C)COCCC(=O)O (3-[3′-(5-Carbamimidoyl-2-methylsulfanyl-thiophene-3-sulfonyl)-6-methyl-biphenyl-2-ylmethoxy]-propionic acid). Yield: 70.8%. Reaction SMILES: C(OC([NH:8][C:9](=[NH:40])[C:10]1[S:14][C:13]([S:15][CH3:16])=[C:12]([S:17]([C:20]2[CH:21]=[C:22]([C:26]3[C:31]([CH3:32])=[CH:30][CH:29]=[CH:28][C:27]=3[CH2:33][O:34][CH2:35][CH2:36][C:37]([OH:39])=[O:38])[CH:23]=[CH:24][CH:25]=2)(=[O:19])=[O:18])[CH:11]=1)=O)(C)(C)C>C(O)(C(F)(F)F)=O.C(Cl)Cl>[C:9]([C:10]1[S:14][C:13]([S:15][CH3:16])=[C:12]([S:17]([C:20]2[CH:21]=[C:22]([C:26]3[C:31]([CH3:32])=[CH:30][CH:29]=[CH:28][C:27]=3[CH2:33][O:34][CH2:35][CH2:36][C:37]([OH:39])=[O:38])[CH:23]=[CH:24][CH:25]=2)(=[O:19])=[O:18])[CH:11]=1)(=[NH:8])[NH2:40] |f:1.2|. Reported procedure: A mixture of 3-{3′-[5-(tert-butoxycarbonylamino-imino-methyl)-2-methylsulfanyl-thiophene-3-sulfonyl]-6-methyl-biphenyl-2-ylmethoxy}-propionic acid (5.1 mg, 8.4 μmol) in TFA/DCM (1:1, 1.5 mL) was stirred at ambient temperature for 1 h. The mixture was concentrated and flash chromatographed on silica gel, eluting with MeOH/DCM (5 to 12%) to give the title compound (3.0 mg, 69% yield) as a white solid. Reactants: C(=O)(Cl)Cl (phosgene), C(CCCCC(=O)NN)(=O)NN (adipic acid dihydrazide), C1(=CC=CC=C1)O (phenol), C(=O)(Cl)Cl (Phosgene). Run at temperature 85 celsius. Product: O1C(=NNC1=O)CCCCC=1OC(NN1)=O (1,4-bis(1,3,4-oxadiazolin-5-one-2-yl) butane). Reaction SMILES: [C:1](Cl)(Cl)=[O:2].[C:5]([NH:15][NH2:16])(=[O:14])[CH2:6][CH2:7][CH2:8][CH2:9][C:10]([NH:12][NH2:13])=[O:11].[C:17]1([OH:23])C=CC=CC=1>>[O:11]1[C:17](=[O:23])[NH:13][N:12]=[C:10]1[CH2:9][CH2:8][CH2:7][CH2:6][C:5]1[O:14][C:1](=[O:2])[NH:16][N:15]=1. Reported procedure: A solution of 200 g of phosgene in 1.6 kg of phenol was introduced at 20° C. into a 4-liter phosgenation apparatus, and 174 g of adipic acid dihydrazide were added thereto. The mixture was heated to 85° C. within one hour, with stirring; gas evolved above a reaction temperature of 45° C. Phosgene was then introduced into the reaction mixture at 85° C. over 5 hours (approx. 30 g per hour), with stirring. The solution was then purged with nitrogen at 85 to 90° C. for 30 minutes, and the major part... Starting materials: CC(C)(C)O, CC(=O)O, COc1cccc(O)c1C(=O)O, O=S(=O)(O)O. Product: COc1ccc(C(C)(C)C)c(O)c1C(=O)O. RXN SMILES: [C:18]([CH3:19])([CH3:20])([CH3:21])[OH:22].[CH3:23][C:24](=[O:25])[OH:26].[OH:6][c:7]1[c:8]([C:9](=[O:10])[OH:11])[c:12]([O:16][CH3:17])[cH:13][cH:14][cH:15]1.[S:1](=[O:2])(=[O:3])([OH:4])[OH:5]>>[OH:6][c:7]1[c:8]([C:9](=[O:10])[OH:11])[c:12]([O:16][CH3:17])[cH:13][cH:14][c:15]1[C:18]([CH3:19])([CH3:20])[CH3:21].